This data is from the Open Reaction Database (ORD), a public repository of structured organic reaction records. The task is: describe an organic reaction: reactants, conditions, products, and yield Reactants: C(CC)N(C1CCC=2C=CC=C(C2C1)N)CCC (N7,N7 -dipropyl-5,6,7,8-tetrahydro-1,7-naphthalenediamine), S(O)(O)(=O)=O (sulfuric acid), OCC(O)CO (glycerol), II (iodine), II (iodine), [NH4+].[OH-] (NH4OH). Run at temperature 140 celsius. The product is C(CC)N(C1CC=2C(=CC=C3C=CC=NC23)CC1)CCC (7,8,9,10-Tetrahydro-N,N-dipropylbenzo[h]quinolin-9-amine). RXN SMILES: [CH2:1]([N:4]([CH2:16][CH2:17][CH3:18])[CH:5]1[CH2:14][C:13]2[C:12]([NH2:15])=[CH:11][CH:10]=[CH:9][C:8]=2[CH2:7][CH2:6]1)[CH2:2][CH3:3].O[CH2:20][CH:21]([CH2:23]O)O.II.S(=O)(=O)(O)O.[NH4+].[OH-]>>[CH2:16]([N:4]([CH2:1][CH2:2][CH3:3])[CH:5]1[CH2:6][CH2:7][C:8]2=[CH:9][CH:10]=[C:11]3[C:12]([N:15]=[CH:23][CH:21]=[CH:20]3)=[C:13]2[CH2:14]1)[CH2:17][CH3:18] |f:4.5|. Procedure: A mixture of N7,N7 -dipropyl-5,6,7,8-tetrahydro-1,7-naphthalenediamine (1.95 g, 0.008 mol), described by F.L.-E. Arvidsson et al., World Patent Application 81/03491, published Dec. 10, 1981, glycerol (4.7 mL, 0.064 mol) and iodine (0.05 g) was placed in a 250 mL round bottomed flask. The mixture was stirred at 20°-22° C. and concentrated sulfuric acid (6.5 mL, 0.120 mol) was added dropwise. The reaction soon commenced and the temperature rose to 70° C. and stayed at that point until the addition...